The task is: describe an organic reaction: reactants, conditions, products, and yield. This data is from the Open Reaction Database (ORD), a public repository of structured organic reaction records. Reactants: C(C)(C)(C)OC(NC1=C(C=C(C(=C1)N1CCCC1)F)NC(CC(=O)C1=CC(=NC=C1)C#N)=O)=O ({2-[3-(2-cyano-pyridin-4-yl)-3-oxo-propionylamino]-4-fluoro-5-pyrrolidin-1-yl-phenyl}-carbamic acid tert.-butyl ester), C(=O)(C(F)(F)F)O (TFA). Solvent: C(Cl)Cl (CH2Cl2). The product is FC1=CC2=C(N=C(CC(N2)=O)C2=CC(=NC=C2)C#N)C=C1N1CCCC1 (4-(7-Fluoro-4-oxo-8-pyrrolidin-1-yl-4,5-dihydro-3H-benzo[b][1,4]diazepin-2-yl)-pyridine-2-carbonitrile), solid. Reaction SMILES: C(OC(=O)[NH:7][C:8]1[CH:13]=[C:12]([N:14]2[CH2:18][CH2:17][CH2:16][CH2:15]2)[C:11]([F:19])=[CH:10][C:9]=1[NH:20][C:21](=[O:33])[CH2:22][C:23]([C:25]1[CH:30]=[CH:29][N:28]=[C:27]([C:31]#[N:32])[CH:26]=1)=O)(C)(C)C.C(O)(C(F)(F)F)=O>C(Cl)Cl>[F:19][C:11]1[C:12]([N:14]2[CH2:18][CH2:17][CH2:16][CH2:15]2)=[CH:13][C:8]2[N:7]=[C:23]([C:25]3[CH:30]=[CH:29][N:28]=[C:27]([C:31]#[N:32])[CH:26]=3)[CH2:22][C:21](=[O:33])[NH:20][C:9]=2[CH:10]=1. Procedure details: The title compound was prepared from {2-[3-(2-cyano-pyridin-4-yl)-3-oxo-propionylamino]-4-fluoro-5-pyrrolidin-1-yl-phenyl}-carbamic acid tert.-butyl ester (Example M47) by treatment with TFA in CH2Cl2 according to the general procedure N. Obtained as an orange solid (54 mg). As a reaction SMILES: [CH2:1]([c:2]1[cH:3][cH:4][cH:5][cH:6][cH:7]1)[P:8](=[O:9])([CH2:10][c:11]1[cH:12][cH:13][cH:14][cH:15][cH:16]1)[NH:17][CH:18]([CH3:19])[C:20](=[O:21])[N:22]1[CH:23]([C:24](=[O:25])[OH:26])[CH2:27][CH2:28][CH2:29]1.[CH2:51]([c:52]1[cH:53][cH:54][cH:55][cH:56][cH:57]1)[O:58][C:59]([CH2:60][NH2:61])=[O:62].[CH3:63][CH2:64][O:65][C:66](=[O:67])[CH3:68].[O:69]=[CH:70][N:71]([CH3:72])[CH3:73].[OH:30][n:31]1[c:32]2[c:33]([cH:34][cH:35][cH:36][cH:37]2)[n:38][n:39]1.[c:40]1([CH3:41])[cH:42][cH:43][c:44]([S:45]([OH:46])(=[O:47])=[O:48])[cH:49][cH:50]1>>[CH2:1]([c:2]1[cH:3][cH:4][cH:5][cH:6][cH:7]1)[P:8](=[O:9])([CH2:10][c:11]1[cH:12][cH:13][cH:14][cH:15][cH:16]1)[NH:17][CH:18]([CH3:19])[C:20](=[O:21])[N:22]1[CH:23]([C:24](=[O:25])[NH:61][CH2:60][C:59]([O:58][CH2:51][c:52]2[cH:53][cH:54][cH:55][cH:56][cH:57]2)=[O:62])[CH2:27][CH2:28][CH2:29]1. Product: CC(NP(=O)(Cc1ccccc1)Cc1ccccc1)C(=O)N1CCCC1C(=O)NCC(=O)OCc1ccccc1. Reactants: CC(NP(=O)(Cc1ccccc1)Cc1ccccc1)C(=O)N1CCCC1C(=O)O, NCC(=O)OCc1ccccc1, CCOC(C)=O, CN(C)C=O, On1nnc2ccccc21, Cc1ccc(S(=O)(=O)O)cc1. Reactants: CON(C=1NC(C=2N=CN(C2N1)[C@H]1[C@@]([C@H](O)[C@H](O1)CO)(F)C#C)=O)C(C1=CC=CC=C1)(C1=CC=CC=C1)C1=CC=CC=C1 (N2-Methoxytrityl-9-[(2R)-2-deoxy-2-C-ethynyl-2-fluoro-β-D-erythro-pentofuranosyl]guanine), [Si](C)(C)(C(C)(C)C)Cl (tert-butyldimethylsilyl chloride). The solvent is C(Cl)Cl (DCM), N1=CC=CC=C1 (pyridine). Conditions: time 24 hour. Product: CON(C=1NC(C=2N=CN(C2N1)[C@H]1[C@@]([C@H](O)[C@H](O1)CO[Si](C)(C)C(C)(C)C)(F)C#C)=O)C(C1=CC=CC=C1)(C1=CC=CC=C1)C1=CC=CC=C1 (N2-Methoxytrityl-9-[(2R)-2-deoxy-2-C-ethynyl-2-fluoro-5-O-tert-butyldimethylsilyl-β-D-erythro-pentofuranosyl]guanine). Reaction SMILES: [CH3:1][O:2][N:3]([C:25]([C:38]1[CH:43]=[CH:42][CH:41]=[CH:40][CH:39]=1)([C:32]1[CH:37]=[CH:36][CH:35]=[CH:34][CH:33]=1)[C:26]1[CH:31]=[CH:30][CH:29]=[CH:28][CH:27]=1)[C:4]1[NH:5][C:6](=[O:24])[C:7]2[N:8]=[CH:9][N:10]([C@@H:13]3[O:18][C@H:17]([CH2:19][OH:20])[C@@H:15]([OH:16])[C@@:14]3([C:22]#[CH:23])[F:21])[C:11]=2[N:12]=1.[Si:44](Cl)([C:47]([CH3:50])([CH3:49])[CH3:48])([CH3:46])[CH3:45]>N1C=CC=CC=1.C(Cl)Cl>[CH3:1][O:2][N:3]([C:25]([C:38]1[CH:43]=[CH:42][CH:41]=[CH:40][CH:39]=1)([C:26]1[CH:31]=[CH:30][CH:29]=[CH:28][CH:27]=1)[C:32]1[CH:33]=[CH:34][CH:35]=[CH:36][CH:37]=1)[C:4]1[NH:5][C:6](=[O:24])[C:7]2[N:8]=[CH:9][N:10]([C@@H:13]3[O:18][C@H:17]([CH2:19][O:20][Si:44]([C:47]([CH3:50])([CH3:49])[CH3:48])([CH3:46])[CH3:45])[C@@H:15]([OH:16])[C@@:14]3([C:22]#[CH:23])[F:21])[C:11]=2[N:12]=1. Procedure: To a stirred solution of 12 (2.29 mmol) in pyridine (5 ml) at 0° C., was added tert-butyldimethylsilyl chloride (2.75 mmol). The reaction mixture was stirred at room temperature for 24 hours. It was then diluted in DCM and washed twice with H2O. The organic phase was extracted, dried over Na2SO4, filtered and evaporated. The crude material was purified by silica gel chromatography (DCM/MeOH) to yield the title compound. Yellowish oil. Molecular Formula C38H44 FN5O5Si. Scan ES+ 696 (M+H)+, λmax 2... The reactants are CCCCCC(C)(C#N)CCCCCOc1cc(OCc2ccccc2)ccc1C(C)=O, ClC(Cl)(Cl)Cl, CC[SiH](CC)CC, O=C(O)C(F)(F)F. Product: CCCCCC(C)(C#N)CCCCCOc1cc(OCc2ccccc2)ccc1CC. Reaction SMILES: [C:1]([CH3:2])(=[O:3])[c:4]1[c:5]([O:6][CH2:7][CH2:8][CH2:9][CH2:10][CH2:11][C:12]([C:13]#[N:14])([CH2:15][CH2:16][CH2:17][CH2:18][CH3:19])[CH3:20])[cH:21][c:22]([O:25][CH2:26][c:27]2[cH:28][cH:29][cH:30][cH:31][cH:32]2)[cH:23][cH:24]1.[C:33]([Cl:34])([Cl:35])([Cl:36])[Cl:37].[CH2:45]([SiH:46]([CH2:47][CH3:48])[CH2:49][CH3:50])[CH3:51].[OH:38][C:39]([C:40]([F:41])([F:42])[F:43])=[O:44]>>[CH2:1]([CH3:2])[c:4]1[c:5]([O:6][CH2:7][CH2:8][CH2:9][CH2:10][CH2:11][C:12]([C:13]#[N:14])([CH2:15][CH2:16][CH2:17][CH2:18][CH3:19])[CH3:20])[cH:21][c:22]([O:25][CH2:26][c:27]2[cH:28][cH:29][cH:30][cH:31][cH:32]2)[cH:23][cH:24]1. Starting materials: O1CCCC1.O1CCCC1.O1CCCC1.[Cl-].[Cl-].[Cl-].[Cr+3] (chromium trichloride tris(tetrahydrofuran)), C(CCC)[Li] (n-butyllithium), CCCCCC (hexane), above mixture, C1C=C(C2=CC=CC=C12)CC1=NC=CC=C1 (2-(1H-inden-3-ylmethyl)pyridine), C/1(\CCC2=CC=CC=C12)=C\C1=NC=CC=C1 (2-[(E)-2,3-dihydro-1H-inden-1-ylidenemethyl]pyridine). Run in O1CCCC1 (tetrahydrofuran). Conditions: temperature -100 celsius, time 45 minute. Yields the product [Cl-].[Cl-].N1=C(C=CC=C1)CC1C(=CC2=CC=CC=C12)[Cr+2] ((1-(2-pyridylmethyl)indenyl)chromium dichloride). As a reaction SMILES: [CH2:1]1[C:9]2[C:4](=[CH:5][CH:6]=[CH:7][CH:8]=2)[C:3]([CH2:10][C:11]2[CH:16]=[CH:15][CH:14]=[CH:13][N:12]=2)=[CH:2]1.C1(=C/C2C=CC=CN=2)/CCC2C/1=CC=CC=2.C([Li])CCC.CCCCCC.O1CCCC1.O1CCCC1.O1CCCC1.[Cl-:59].[Cl-].[Cl-].[Cr+3:62]>O1CCCC1>[Cl-:59].[Cl-:59].[N:12]1[CH:13]=[CH:14][CH:15]=[CH:16][C:11]=1[CH2:10][CH:3]1[C:4]2[C:9](=[CH:8][CH:7]=[CH:6][CH:5]=2)[CH:1]=[C:2]1[Cr+2:62] |f:4.5.6.7.8.9.10,12.13.14|. Procedure: A solution of 52.7 g of the above mixture of 2-(1H-inden-3-ylmethyl)pyridine and 2-[(E)-2,3-dihydro-1H-inden-1-ylidenemethyl]pyridine in a molar ratio of 10:9 in 550 ml of tetrahydrofuran was cooled to −100° C. 80.5 ml of a 15% strength n-butyllithium solution in hexane (0.1288 mol) were then slowly added dropwise. After the addition was complete, the reaction mixture was stirred at −100° C. for a further 45 minutes. The mixture was subsequently allowed to warm to room temperature. After stirrin...